Dataset: the Open Reaction Database (ORD), a public repository of structured organic reaction records. Task: describe an organic reaction: reactants, conditions, products, and yield Reactants: ClC(=CC=O)C(F)(F)F (3-chloro-4,4,4-trifluorobut-2-enal), [BH4-].[Na+] (sodium borohydride). Run in C1CCOC1 (THF). Run at time 1 hour. Yields the product ClC(=CCO)C(F)(F)F (3-chloro-4,4,4-trifluorobut-2-en-l-ol). Isolated yield 99.9%. As a reaction SMILES: [Cl:1][C:2]([C:6]([F:9])([F:8])[F:7])=[CH:3][CH:4]=[O:5].[BH4-].[Na+]>C1COCC1>[Cl:1][C:2]([C:6]([F:9])([F:8])[F:7])=[CH:3][CH2:4][OH:5] |f:1.2|. Procedure details: A mixture of 3-chloro-4,4,4-trifluorobut-2-enal (10 g, 0.063 mol) and THF (30 mL) is introduced to a 100 mL round-bottomed reaction flask equipped with an addition funnel and a condenser under nitrogen purge. The flask, including the reaction mixture contained therein, is immersed in a water bath, and sodium borohydride (1.2 g, 0.032 mol) is added slowly, under purge of nitrogen, via a solid addition funnel such that the reaction mixture does hot rise above 45° C. After complete addition of the ... Starting materials: FC1=C(N)C(=CC(=C1)Br)F (2,6-difluoro-4-bromo aniline), COC=1C=C(C=CC1)B(O)O (3-methoxyphenylboronic acid). Yields the product FC=1C=C(C=C(C1N)F)C1=CC(=CC=C1)OC (3,5-difluoro-3′-methoxybiphenyl-4-amine). Isolated yield 79.6%. Reaction SMILES: [F:1][C:2]1[CH:8]=[C:7](Br)[CH:6]=[C:5]([F:10])[C:3]=1[NH2:4].[CH3:11][O:12][C:13]1[CH:14]=[C:15](B(O)O)[CH:16]=[CH:17][CH:18]=1>>[F:1][C:2]1[CH:8]=[C:7]([C:17]2[CH:16]=[CH:15][CH:14]=[C:13]([O:12][CH3:11])[CH:18]=2)[CH:6]=[C:5]([F:10])[C:3]=1[NH2:4]. Reported procedure: The title compound (992 mg) was prepared from 2,6-difluoro-4-bromo aniline (1.1 g, 5.3 mmol) and 3-methoxyphenylboronic acid (1.04 g, 6.8 mmol) as a pale-yellow liquid. 1H-NMR (δ ppm, CDCl3+DMSO-d6, 400 MHz): 7.21-7.20 (m, 1H), 6.99-6.89 (m, 3H), 6.87-6.83 (m, 1H), 6.74-6.68 (m, 1H), 3.97 (bs, 2H), 3.69 (s, 3H).